Dataset: the Open Reaction Database (ORD), a public repository of structured organic reaction records. Task: describe an organic reaction: reactants, conditions, products, and yield Starting materials: [Cl-].C(CCCCCCCCC)[N+](C)(C)CCCCCCCCCC (Didecyldimethylammonium chloride), [Na+].C(C1=CC=CC=C1)(=O)[O-] (benzoic acid sodium salt). The solvent is O (water). Conditions: temperature 80 celsius, time 7 hour. The product is C(C1=CC=CC=C1)(=O)[O-].C(CCCCCCCCC)[N+](C)(C)CCCCCCCCCC (Didecyldimethylammonium Benzoate). The yield is 85.0%. RXN SMILES: [Cl-].[CH2:2]([N+:12]([CH2:15][CH2:16][CH2:17][CH2:18][CH2:19][CH2:20][CH2:21][CH2:22][CH2:23][CH3:24])([CH3:14])[CH3:13])[CH2:3][CH2:4][CH2:5][CH2:6][CH2:7][CH2:8][CH2:9][CH2:10][CH3:11].[Na+].[C:26]([O-:34])(=[O:33])[C:27]1[CH:32]=[CH:31][CH:30]=[CH:29][CH:28]=1>O>[C:26]([O-:34])(=[O:33])[C:27]1[CH:32]=[CH:31][CH:30]=[CH:29][CH:28]=1.[CH2:15]([N+:12]([CH2:2][CH2:3][CH2:4][CH2:5][CH2:6][CH2:7][CH2:8][CH2:9][CH2:10][CH3:11])([CH3:14])[CH3:13])[CH2:16][CH2:17][CH2:18][CH2:19][CH2:20][CH2:21][CH2:22][CH2:23][CH3:24] |f:0.1,2.3,5.6|. Procedure details: Didecyldimethylammonium chloride (0.02 mol) was dissolved in distilled water and 0.015 mol of benzoic acid sodium salt was added. The solution was stirred at 80° C. for 7 h. The reaction mixture was extracted by chloroform. Chloroform phase was removed and washed with distilled, cold water until chloride ions were no longer detected using AgNO3. Then chloroform was removed. Obtainede benzoate in 85% yield was dried in vacuum. 1H NMR and 13C NMR (CDCl3) were obtained. Reactants: C1(=CC=CC=C1)S(=O)(=O)C(CCCN1CC(CCC1)O)(C)C (1-(4-benzenesulfonyl-4-methylpentyl)-3-hydroxypiperidine), C(C)(C)I (i-propyl iodide). Yields the product C1(=CC=CC=C1)S(=O)(=O)C(CCCN1CC(CCC1)OC(C)C)(C)C (1-(4-Benzenesulfonyl-4-methylpentyl)-3-(2-propoxy)piperidine). Reaction SMILES: [C:1]1([S:7]([C:10]([CH3:22])([CH3:21])[CH2:11][CH2:12][CH2:13][N:14]2[CH2:19][CH2:18][CH2:17][CH:16]([OH:20])[CH2:15]2)(=[O:9])=[O:8])[CH:6]=[CH:5][CH:4]=[CH:3][CH:2]=1.[CH:23](I)([CH3:25])[CH3:24]>>[C:1]1([S:7]([C:10]([CH3:22])([CH3:21])[CH2:11][CH2:12][CH2:13][N:14]2[CH2:19][CH2:18][CH2:17][CH:16]([O:20][CH:23]([CH3:25])[CH3:24])[CH2:15]2)(=[O:8])=[O:9])[CH:2]=[CH:3][CH:4]=[CH:5][CH:6]=1. Procedure details: The title compound was prepared from 1-(4-benzenesulfonyl-4-methylpentyl)-3-hydroxypiperidine and i-propyl iodide. Starting materials: N#CC1(c2ccccc2)CCNCC1, CO, Cl, CS(=O)(=O)OCCCN1CCN(C(=O)c2cc(C(F)(F)F)cc(C(F)(F)F)c2)C(Cc2c[nH]c3ccccc23)C1, [Na+], [Na+], O=C([O-])[O-]. The product is N#CC1(c2ccccc2)CCN(CCCN2CCN(C(=O)c3cc(C(F)(F)F)cc(C(F)(F)F)c3)C(Cc3c[nH]c4ccccc34)C2)CC1. As a reaction SMILES: [C:42](#[N:43])[C:44]1([c:50]2[cH:51][cH:52][cH:53][cH:54][cH:55]2)[CH2:45][CH2:46][NH:47][CH2:48][CH2:49]1.[CH3:62][OH:63].[ClH:41].[F:1][C:2]([c:3]1[cH:4][c:5]([C:6](=[O:7])[N:8]2[CH:9]([CH2:22][c:23]3[cH:24][nH:25][c:26]4[cH:27][cH:28][cH:29][cH:30][c:31]34)[CH2:10][N:11]([CH2:14][CH2:15][CH2:16][O:17][S:18]([CH3:19])(=[O:20])=[O:21])[CH2:12][CH2:13]2)[cH:32][c:33]([C:35]([F:36])([F:37])[F:38])[cH:34]1)([F:39])[F:40].[Na+:56].[Na+:57].[O-:58][C:59](=[O:60])[O-:61]>>[F:1][C:2]([c:3]1[cH:4][c:5]([C:6](=[O:7])[N:8]2[CH:9]([CH2:22][c:23]3[cH:24][nH:25][c:26]4[cH:27][cH:28][cH:29][cH:30][c:31]34)[CH2:10][N:11]([CH2:14][CH2:15][CH2:16][N:47]3[CH2:46][CH2:45][C:44]([C:42]#[N:43])([c:50]4[cH:51][cH:52][cH:53][cH:54][cH:55]4)[CH2:49][CH2:48]3)[CH2:12][CH2:13]2)[cH:32][c:33]([C:35]([F:36])([F:37])[F:38])[cH:34]1)([F:39])[F:40]. Conditions: temperature 0 celsius, time 1 hour. Reported procedure: To a 0° C. solution of alcohol from Step 2 above (121 mg, 0.27 mmol) in 3 mL of toluene was added 0.113 mL (0.65 mmol) of i-Pr2NEt followed by 0.024 mL (0.32 mmol) of SOCl2. The solution was stirred 1 h at 0° C. followed by the addition of the enolate generated as follow: to a solution of ethyl 4-pyridyl acetate (178 mg, 1.08 mmol) and HMPA (0.188 mL, 11.08 mmol) in 4 mL of THF, was slowly added 2.2 mL (1.08 mmol) of a 0.5 M solution of KHMDS in toluene and the resulting solution was stirred 10 ... Yields the product C(=O)(OCC)C(C(C=1C=NC(=CC1)N(C1=CC=C(C=C1)OC)C)C1=CC(=C(C=C1)OC(F)F)OC(F)F)C1=CC=NC=C1 (4-{1-Carbethoxy-2-[3,4-bis(difluoromethoxy)phenyl]-2-[6-(N-methyl-N-4-methoxyphenylamino)3-pyridyl]ethyl}pyridine). The solvent is C1(=CC=CC=C1)C (toluene), C1(=CC=CC=C1)C (toluene). The reactants are enolate, FC(OC=1C=C(C=CC1OC(F)F)C(O)C=1C=NC(=CC1)N(C1=CC=C(C=C1)OC)C)F ([3,4-Bis(difluoromethoxy)phenyl]-[6-(N-methyl-N-4-methoxyphenylamino)3-pyridyl]methanol), CCN(C(C)C)C(C)C (i-Pr2NEt), ethyl 4-pyridyl acetate, C[Si](C)(C)[N-][Si](C)(C)C.[K+] (KHMDS), C1CCOC1 (THF), solution, O=S(Cl)Cl (SOCl2), CN(C)P(=O)(N(C)C)N(C)C (HMPA). Reaction SMILES: [F:1][CH:2]([F:32])[O:3][C:4]1[CH:5]=[C:6]([CH:14]([C:16]2[CH:17]=[N:18][C:19]([N:22]([CH3:31])[C:23]3[CH:28]=[CH:27][C:26]([O:29][CH3:30])=[CH:25][CH:24]=3)=[CH:20][CH:21]=2)O)[CH:7]=[CH:8][C:9]=1[O:10][CH:11]([F:13])[F:12].CCN([CH:39]([CH3:41])[CH3:40])C(C)C.[O:42]=S(Cl)Cl.[CH3:46][N:47](P(N(C)C)(N(C)C)=O)[CH3:48].C[Si]([N-][Si](C)(C)C)(C)C.[K+].[CH2:67]1[CH2:71][O:70][CH2:69][CH2:68]1>C1(C)C=CC=CC=1>[C:71]([CH:67]([C:39]1[CH:40]=[CH:48][N:47]=[CH:46][CH:41]=1)[CH:14]([C:6]1[CH:7]=[CH:8][C:9]([O:10][CH:11]([F:13])[F:12])=[C:4]([O:3][CH:2]([F:32])[F:1])[CH:5]=1)[C:16]1[CH:17]=[N:18][C:19]([N:22]([CH3:31])[C:23]2[CH:28]=[CH:27][C:26]([O:29][CH3:30])=[CH:25][CH:24]=2)=[CH:20][CH:21]=1)([O:70][CH2:69][CH3:68])=[O:42] |f:4.5|.